This data is from the Open Reaction Database (ORD), a public repository of structured organic reaction records. The task is: describe an organic reaction: reactants, conditions, products, and yield The reactants are NC1=NC=NC(=C1C#N)N[C@@H](C)C1=NN2C(C(N1C1=CC=CC=C1)=O)=C(C=C2)SC2=CC(=CC=C2)OC ((S)-4-Amino-6-((1-(5-((3-methoxyphenyl)thio)-4-oxo-3-phenyl-3,4-dihydropyrrolo[2,1-f][1,2,4]triazin-2-yl)ethyl)amino)pyrimidine-5-carbonitrile), B(Br)(Br)Br (boron tribromide). Run in ClCCl (dichloromethane). Product: NC1=NC=NC(=C1C#N)N[C@@H](C)C1=NN2C(C(N1C1=CC=CC=C1)=O)=C(C=C2)SC2=CC(=CC=C2)O ((S)-4-Amino-6-((1-(5-((3-hydroxyphenyl)thio)-4-oxo-3-phenyl-3,4-dihydropyrrolo[2,1-f][1,2,4]triazin-2-yl)ethyl)amino)pyrimidine-5-carbonitrile). The yield is 49.0%. RXN SMILES: [NH2:1][C:2]1[C:7]([C:8]#[N:9])=[C:6]([NH:10][C@H:11]([C:13]2[N:18]([C:19]3[CH:24]=[CH:23][CH:22]=[CH:21][CH:20]=3)[C:17](=[O:25])[C:16]3=[C:26]([S:29][C:30]4[CH:35]=[CH:34][CH:33]=[C:32]([O:36]C)[CH:31]=4)[CH:27]=[CH:28][N:15]3[N:14]=2)[CH3:12])[N:5]=[CH:4][N:3]=1.B(Br)(Br)Br>ClCCl>[NH2:1][C:2]1[C:7]([C:8]#[N:9])=[C:6]([NH:10][C@H:11]([C:13]2[N:18]([C:19]3[CH:20]=[CH:21][CH:22]=[CH:23][CH:24]=3)[C:17](=[O:25])[C:16]3=[C:26]([S:29][C:30]4[CH:35]=[CH:34][CH:33]=[C:32]([OH:36])[CH:31]=4)[CH:27]=[CH:28][N:15]3[N:14]=2)[CH3:12])[N:5]=[CH:4][N:3]=1. Procedure details: (S)-4-Amino-6-((1-(5-((3-methoxyphenyl)thio)-4-oxo-3-phenyl-3,4-dihydropyrrolo[2,1-f][1,2,4]triazin-2-yl)ethyl)amino)pyrimidine-5-carbonitrile (70 mg, 0.14 mmol) was treated with boron tribromide (1M in dichloromethane, 411 μl, 0.41 mmol) with dichloromethane as a solvent according to the method described in Example 23. The residue was purified by reverse phase using SP1® Purification System to give 33 mg (49% yield) as a solid. Purity 100%. Reactants: ClC1=CC=C2C(C(C(C2=C1Cl)=O)(C)C1CCCC1)OC(C(=O)O)CC ((+) [(6,7-Dichloro-2-cyclopentyl-2,3-dihydro-2-methyl-1-oxo-1H-inden-yl)oxy]butanoic acid), C(=O)(N1C=NC=C1)N1C=NC=C1 (1,1'-carbonyldiimidazole). Run in O1CCCC1 (tetrahydrofuran). Conditions: temperature 0 celsius. The product is ClC1=C(C=C2CC(C(C2=C1Cl)=O)(C)C1CCCC1)OCCCC(=O)N1C=NC=C1 (1-{(+)-4-[(6,7-dichloro-2-cyclopentyl-2,3-dihydro-2-methyl-1-oxo-1H-inden-5-yl)oxy]butanoyl}imidazole). As a reaction SMILES: [Cl:1][C:2]1[C:10]([Cl:11])=[C:9]2[C:5]([CH:6](OC(CC)C(O)=O)[C:7]([CH:14]3[CH2:18][CH2:17][CH2:16][CH2:15]3)([CH3:13])[C:8]2=[O:12])=[CH:4][CH:3]=1.[C:26]([N:33]1[CH:37]=[CH:36][N:35]=[CH:34]1)(N1C=CN=C1)=[O:27]>O1CCCC1>[Cl:1][C:2]1[C:10]([Cl:11])=[C:9]2[C:5]([CH2:6][C:7]([CH:14]3[CH2:15][CH2:16][CH2:17][CH2:18]3)([CH3:13])[C:8]2=[O:12])=[CH:4][C:3]=1[O:12][CH2:8][CH2:7][CH2:6][C:26]([N:33]1[CH:37]=[CH:36][N:35]=[CH:34]1)=[O:27]. Reported procedure: (+) [(6,7-Dichloro-2-cyclopentyl-2,3-dihydro-2-methyl-1-oxo-1H-inden-yl)oxy]butanoic acid (Example 8, Step B) (0.77 g, 0.002 mole) is suspended in dry tetrahydrofuran (20 ml) and cooled to 0° C. A solution of 1,1'-carbonyldiimidazole (0.32 g, 0.002 mole) in teterahydrofuran (5 ml) is added. The solution of 1-{(+)-4-[(6,7-dichloro-2-cyclopentyl-2,3-dihydro-2-methyl-1-oxo-1H-inden-5-yl)oxy]butanoyl}imidazole that is formed is used in the next step without isolation. Reactants: BrB(Br)Br, COc1ccc(Cl)c(C=Cc2ccc3ccc(Br)cc3n2)c1, ClC(Cl)Cl. Yields the product Oc1ccc(Cl)c(C=Cc2ccc3ccc(Br)cc3n2)c1. Reaction SMILES: [B:23]([Br:24])([Br:25])[Br:26].[Br:1][c:2]1[cH:3][cH:4][c:5]2[cH:6][cH:7][c:8]([CH:12]=[CH:13][c:14]3[cH:15][c:16]([O:21][CH3:22])[cH:17][cH:18][c:19]3[Cl:20])[n:9][c:10]2[cH:11]1.[CH:27]([Cl:28])([Cl:29])[Cl:30]>>[Br:1][c:2]1[cH:3][cH:4][c:5]2[cH:6][cH:7][c:8]([CH:12]=[CH:13][c:14]3[cH:15][c:16]([OH:21])[cH:17][cH:18][c:19]3[Cl:20])[n:9][c:10]2[cH:11]1. Starting materials: ClC(=O)N1C2=C(NC(C3=C1C=CC=C3)=O)C=CC=N2 (11-chlorocarbonyl-5,11-dihydro-6H-pyrido[2,3-b][1,4]benzodiazepin-6-one), NN1CCN(CC1)C (1-amino-4-methylpiperazine), C (charcoal). Solvent: O1CCOCC1 (dioxane). Product: O.Cl.CN1CCN(CC1)NC(=O)N1C2=C(NC(C3=C1C=CC=C3)=O)C=CC=N2 (5,11-dihydro-11-[[(4-methyl-1-piperazinyl)amino]-carbonyl]-6H-pyrido[2,3-b]-[1,4]benzodiazepin-6-one hydrochloride hydrate). Reaction SMILES: [Cl:1][C:2]([N:4]1[C:10]2[CH:11]=[CH:12][CH:13]=[CH:14][C:9]=2[C:8](=[O:15])[NH:7][C:6]2[CH:16]=[CH:17][CH:18]=[N:19][C:5]1=2)=[O:3].[NH2:20][N:21]1[CH2:26][CH2:25][N:24]([CH3:27])[CH2:23][CH2:22]1.C>O1CCOCC1>[OH2:3].[ClH:1].[CH3:27][N:24]1[CH2:25][CH2:26][N:21]([NH:20][C:2]([N:4]2[C:10]3[CH:11]=[CH:12][CH:13]=[CH:14][C:9]=3[C:8](=[O:15])[NH:7][C:6]3[CH:16]=[CH:17][CH:18]=[N:19][C:5]2=3)=[O:3])[CH2:22][CH2:23]1 |f:4.5.6|. Procedure details: A mixture of 5.5 g (0.0201 mol) of 11-chlorocarbonyl-5,11-dihydro-6H-pyrido[2,3-b][1,4]benzodiazepin-6-one, 6.9 g (0.06 mol) of 1-amino-4-methylpiperazine and 150 ml of anhydrous dioxane was heated for 30 minutes over a steam bath and the cloudy reaction mixture obtained was then mixed while still hot with 2 g of active charcoal, then filtered and the filtrate obtained was concentrated by evaporation in vacuo. The residue was purified by column chromatography on 300 g of silica gel, using a mixt... The reactants are C(C)(C)(C)OC(CN(C1CC2=CC=CC=C2C1)C([C@@H](N[C@@H](CCCCC1CCN(CC1)C(=O)OCC1=CC=CC=C1)C(=O)O)C)=O)=O (N-[N-[(S)-5-(1-benzyloxycarbonyl-4-piperidyl)-1-carboxypentyl]-L-alanyl]-N-(indan-2-yl)glycine tert-butyl ester). Reagents/catalysts: [C].[Pd] (palladium-carbon). The solvent is CO (methanol). Run at time 4 hour. The product is C(C)(C)(C)OC(CN(C1CC2=CC=CC=C2C1)C([C@@H](N[C@@H](CCCCC1CCNCC1)C(=O)O)C)=O)=O (N-[N-[(S)-5-(4-piperidyl)-1-carboxypentyl]-L-alanyl]-N-(indan-2-yl)glycine tert-butyl ester). Yield: 70.6%. RXN SMILES: [C:1]([O:5][C:6](=[O:47])[CH2:7][N:8]([C:18](=[O:46])[C@H:19]([CH3:45])[NH:20][C@H:21]([C:42]([OH:44])=[O:43])[CH2:22][CH2:23][CH2:24][CH2:25][CH:26]1[CH2:31][CH2:30][N:29](C(OCC2C=CC=CC=2)=O)[CH2:28][CH2:27]1)[CH:9]1[CH2:17][C:16]2[C:11](=[CH:12][CH:13]=[CH:14][CH:15]=2)[CH2:10]1)([CH3:4])([CH3:3])[CH3:2]>CO.[C].[Pd]>[C:1]([O:5][C:6](=[O:47])[CH2:7][N:8]([C:18](=[O:46])[C@H:19]([CH3:45])[NH:20][C@H:21]([C:42]([OH:44])=[O:43])[CH2:22][CH2:23][CH2:24][CH2:25][CH:26]1[CH2:27][CH2:28][NH:29][CH2:30][CH2:31]1)[CH:9]1[CH2:17][C:16]2[C:11](=[CH:12][CH:13]=[CH:14][CH:15]=2)[CH2:10]1)([CH3:3])([CH3:2])[CH3:4] |f:2.3|. Procedure: In 20 ml of methanol is dissolved 0.5 g of N-[N-[(S)-5-(1-benzyloxycarbonyl-4-piperidyl)-1-carboxypentyl]-L-alanyl]-N-(indan-2-yl)glycine tert-butyl ester, and a catalytic reduction is carried out at ambient temperature and under atmospheric pressure using 10% palladium-carbon (50% wet., 0.5 g) as a catalyst. After stirring at room temperature for 4 hours, the catalyst is filtered off, and the filtrate is concentrated under reduced pressure to give 0.28 g of N-[N-[(S)-5-(4-piperidyl)-1-carboxype... The reactants are Cl (HCl), Cl.Cl.COC(=O)C=1C=C(C=CC1)C1=CC(=CC=C1)NCCNC[C@H](O)C1=CC(=CC(=C1)Cl)Cl ((R)-3′-[[2-[[2-(3,5-Dichlorophenyl)-2-hydroxyethyl]amino]ethyl]amino]-[1,1′-biphenyl]-3-carboxylic acid methyl ester dihydrochioride), O.[OH-].[Li+] (lithium hydroxide monohydrate), O.[OH-].[Li+] (lithium hydroxide monohydrate). Solvent: CO.O (methanol water). Run at time 1 day. Yields the product ClC=1C=C(C=C(C1)Cl)[C@H](CNCCNC=1C=C(C=CC1)C1=CC(=CC=C1)C(=O)O)O ((R)-3′-[[2-[[2-(3,5-Dichlorophenyl)-2-hydroxyethyl]amino]ethyl]amino]-[1,1′-biphenyl]-3-carboxylic acid). Yield: 16.9%. RXN SMILES: Cl.Cl.C[O:4][C:5]([C:7]1[CH:8]=[C:9]([C:13]2[CH:18]=[CH:17][CH:16]=[C:15]([NH:19][CH2:20][CH2:21][NH:22][CH2:23][C@@H:24]([C:26]3[CH:31]=[C:30]([Cl:32])[CH:29]=[C:28]([Cl:33])[CH:27]=3)[OH:25])[CH:14]=2)[CH:10]=[CH:11][CH:12]=1)=[O:6].O.[OH-].[Li+].Cl>CO.O>[Cl:32][C:30]1[CH:31]=[C:26]([C@@H:24]([OH:25])[CH2:23][NH:22][CH2:21][CH2:20][NH:19][C:15]2[CH:14]=[C:13]([C:9]3[CH:10]=[CH:11][CH:12]=[C:7]([C:5]([OH:6])=[O:4])[CH:8]=3)[CH:18]=[CH:17][CH:16]=2)[CH:27]=[C:28]([Cl:33])[CH:29]=1 |f:0.1.2,3.4.5,7.8|. Procedure: A crude sample of (R)-3′-[[2-[[2-(3,5-dichlorophenyl)-2-hydroxyethyl]amino]ethyl]amino]-[1,1′-biphenyl]-3-carboxylic acid methyl ester dihydrochloride (from Example 8, 557 mg), was treated with lithium hydroxide monohydrate (220 mg) in 3:1 methanol/water (28 mL) and stirred for 1 day. Additional lithium hydroxide monohydrate (22 mg) was added and the mixture was stirred overnight. The mixture was treated with 0.5 N aq. HCl until approximately pH6, and the resulting solid (400 mg) was collected b... Reactants: COc1ccc(CCl)cc1, CN(C)C=O, Cc1c(C)c2c(c(C)c1O)C(c1ccc(C(C)C)cc1)C1(CCN(C)CC1)O2, [H-], [Na+], O. Yields the product COc1ccc(COc2c(C)c(C)c3c(c2C)C(c2ccc(C(C)C)cc2)C2(CCN(C)CC2)O3)cc1. RXN SMILES: [CH3:31][O:32][c:33]1[cH:34][cH:35][c:36]([CH2:37][Cl:38])[cH:39][cH:40]1.[CH3:42][N:43]([CH3:44])[CH:45]=[O:46].[CH:3]([CH3:4])([CH3:5])[c:6]1[cH:7][cH:8][c:9]([CH:12]2[C:13]3([O:14][c:15]4[c:16]2[c:17]([CH3:24])[c:18]([OH:23])[c:19]([CH3:22])[c:20]4[CH3:21])[CH2:25][CH2:26][N:27]([CH3:30])[CH2:28][CH2:29]3)[cH:10][cH:11]1.[H-:1].[Na+:2].[OH2:41]>>[CH:3]([CH3:4])([CH3:5])[c:6]1[cH:7][cH:8][c:9]([CH:12]2[C:13]3([O:14][c:15]4[c:16]2[c:17]([CH3:24])[c:18]([O:23][CH2:37][c:36]2[cH:35][cH:34][c:33]([O:32][CH3:31])[cH:40][cH:39]2)[c:19]([CH3:22])[c:20]4[CH3:21])[CH2:25][CH2:26][N:27]([CH3:30])[CH2:28][CH2:29]3)[cH:10][cH:11]1. Reactants: C(C)(=O)NC1=CC=C(C=C1)S(=O)O (4-acetamidobenzenesulfinic acid), [OH-].[Na+] (sodium hydroxide), P(=O)(O)(O)[O-].[Na+] (sodium dihydrogen phosphate), C(C=C)(=O)OC (methyl acrylate). Run in O1CCCC1 (tetrahydrofuran). Conditions: temperature 23 celsius, time 18 hour. The product is C(C)(=O)NC1=CC=C(C=C1)S(=O)(=O)CCC(=O)OC (Methyl 3-(4-acetamidophenylsulfonyl)-propionate). The yield is 71.8%. As a reaction SMILES: [C:1]([NH:4][C:5]1[CH:10]=[CH:9][C:8]([S:11]([OH:13])=[O:12])=[CH:7][CH:6]=1)(=[O:3])[CH3:2].[OH-].[Na+].P([O-])(O)(O)=O.[Na+].[C:22]([O:26][CH3:27])(=[O:25])[CH:23]=[CH2:24]>O1CCCC1>[C:1]([NH:4][C:5]1[CH:6]=[CH:7][C:8]([S:11]([CH2:24][CH2:23][C:22]([O:26][CH3:27])=[O:25])(=[O:13])=[O:12])=[CH:9][CH:10]=1)(=[O:3])[CH3:2] |f:1.2,3.4|. Reported procedure: To a stirred solution of 23° C. of 4-acetamidobenzenesulfinic acid (57.8 g., 290 mmol), sodium hydroxide (11.6 g, 290 mmol), and sodium dihydrogen phosphate (40.0 g, 290 mmol) was added a solution of methyl acrylate (31.2 g, 362 mmol) in 50 mL of tetrahydrofuran. The reaction vessel was stirred at 23° C. for 18 hours, and the resulting white precipitate was filtered and washed with water. The product was air dried, then recrystallized from 2-butanone to produce 59.4 g (71%) of a white powder, mp...